Dataset: the Open Reaction Database (ORD), a public repository of structured organic reaction records. Task: describe an organic reaction: reactants, conditions, products, and yield Reactants: O=Cc1ccc(-c2nnc(CSCCOc3ccccc3)o2)cc1, c1ccc(OCCSCc2nnc(-c3ccc(CN4CCOCC4)cc3)o2)cc1. The product is CCN(CC)Cc1ccc(-c2nnc(CSCCOc3ccccc3)o2)cc1. As a reaction SMILES: [O:1]([CH2:2][CH2:3][S:4][CH2:5][c:6]1[o:7][c:8](-[c:9]2[cH:10][cH:11][c:12]([CH:13]=[O:14])[cH:15][cH:16]2)[n:17][n:18]1)[c:19]1[cH:20][cH:21][cH:22][cH:23][cH:24]1.[O:25]([c:26]1[cH:27][cH:28][cH:29][cH:30][cH:31]1)[CH2:32][CH2:33][S:34][CH2:35][c:36]1[n:37][n:38][c:39](-[c:41]2[cH:42][cH:43][c:44]([CH2:45][N:46]3[CH2:47][CH2:48][O:49][CH2:50][CH2:51]3)[cH:52][cH:53]2)[o:40]1>>[O:25]([c:26]1[cH:27][cH:28][cH:29][cH:30][cH:31]1)[CH2:32][CH2:33][S:34][CH2:35][c:36]1[n:37][n:38][c:39](-[c:41]2[cH:42][cH:43][c:44]([CH2:45][N:46]([CH2:47][CH3:48])[CH2:51][CH3:50])[cH:52][cH:53]2)[o:40]1. Reactants: [Cl-].[NH4+] (ammonium chloride), [H-].[Na+] (Sodium hydride), C(=O)C=1C=C(OC(C(=O)OC(C)(C)C)(C)C)C=CC1 (tert-butyl 2-(3-formylphenoxy)-2-methylpropionate), triethylphosphonoacetate. Solvent: O1CCCC1 (tetrahydrofuran). Yields the product C(C)OC(=O)C=CC=1C=C(OC(C(=O)OC(C)(C)C)(C)C)C=CC1 (tert-Butyl 2-[3-[2-(ethoxycarbonyl)ethenyl]phenoxy]-2-methylpropionate). Reaction SMILES: [H-].[Na+].[CH:3]([C:5]1[CH:6]=[C:7]([CH:19]=[CH:20][CH:21]=1)[O:8][C:9]([CH3:18])([CH3:17])[C:10]([O:12][C:13]([CH3:16])([CH3:15])[CH3:14])=[O:11])=O.[Cl-].[NH4+]>O1CCCC1>[CH2:13]([O:12][C:10]([CH:9]=[CH:3][C:5]1[CH:6]=[C:7]([CH:19]=[CH:20][CH:21]=1)[O:8][C:9]([CH3:18])([CH3:17])[C:10]([O:12][C:13]([CH3:16])([CH3:15])[CH3:14])=[O:11])=[O:11])[CH3:14] |f:0.1,3.4|. Reported procedure: 60% Sodium hydride (6.1 g, 0.15 mol) was dissolved in tetrahydrofuran. Subsequently, triethylphosphonoacetate (30.2 mL, 0.15 mol) was added dropwise under ice-cooling. After 30 minutes, tert-butyl 2-(3-formylphenoxy)-2-methylpropionate (33.6 g, 0.13 mol) was added under ice-cooling, the mixture was stirred for one hour. Thereafter, the temperature of the mixture was raised to room temperature, and the mixture was stirred for five hours. An aqueous ammonium chloride solution was added thereto, an... Run at time 30 minute.